From a dataset of the Open Reaction Database (ORD), a public repository of structured organic reaction records. describe an organic reaction: reactants, conditions, products, and yield The reactants are FC1=C(C=CC(=C1)F)C(CN1N=CN=C1)(O)C=1SC=C(C1)C=1SC=C(N1)C(=O)OCC (1-(2,4-difluorophenyl)-1-(4-(4-ethoxycarbonylthiazol-2-yl)-thiophen-2-yl)-2-(1H-1,2,4-triazol-1-yl)ethanol), N (ammonia), N (ammonia), resultant solution. The solvent is CO (methanol). The product is FC1=C(C=CC(=C1)F)C(CN1N=CN=C1)(O)C=1SC=C(C1)C=1SC=C(N1)C(N)=O (1-(2,4-difluorophenyl)-1-(4-(4-carbamoylthiazol-2-yl)-thiophen-2-yl)-2-(1H-1,2,4-triazol-1-yl)ethanol). As a reaction SMILES: [F:1][C:2]1[CH:7]=[C:6]([F:8])[CH:5]=[CH:4][C:3]=1[C:9]([C:17]1[S:18][CH:19]=[C:20]([C:22]2[S:23][CH:24]=[C:25]([C:27]([O:29]CC)=O)[N:26]=2)[CH:21]=1)([OH:16])[CH2:10][N:11]1[CH:15]=[N:14][CH:13]=[N:12]1.[NH3:32]>CO>[F:1][C:2]1[CH:7]=[C:6]([F:8])[CH:5]=[CH:4][C:3]=1[C:9]([C:17]1[S:18][CH:19]=[C:20]([C:22]2[S:23][CH:24]=[C:25]([C:27](=[O:29])[NH2:32])[N:26]=2)[CH:21]=1)([OH:16])[CH2:10][N:11]1[CH:15]=[N:14][CH:13]=[N:12]1. Procedure: The thus-obtained compound (A) is dissolved in a saturated methanol solution of ammonia, and the resultant solution is left to stand, thereby reacting the compound and ammonia to obtain 1-(2,4-difluorophenyl)-1-(4-(4-carbamoylthiazol-2-yl)-thiophen-2-yl)-2-(1H-1,2,4-triazol-1-yl)ethanol (B). The reactants are c1c(N2CCCC2)nc(N2CCCC2)nc1N1CCNCC1, CN(C)C=O, CC1CC2C3CC=C4CC(O)CCC4(C)C3CCC2(C)C1C(=O)CI. The product is CC1CC2C3CC=C4CC(O)CCC4(C)C3CCC2(C)C1C(=O)CN1CCN(c2cc(N3CCCC3)nc(N3CCCC3)n2)CC1. As a reaction SMILES: [N:26]1([c:31]2[n:32][c:33]([N:43]3[CH2:44][CH2:45][CH2:46][CH2:47]3)[cH:34][c:35]([N:37]3[CH2:38][CH2:39][NH:40][CH2:41][CH2:42]3)[n:36]2)[CH2:27][CH2:28][CH2:29][CH2:30]1.[O:48]=[CH:49][N:50]([CH3:51])[CH3:52].[OH:1][CH:2]1[CH2:3][C:4]2=[CH:5][CH2:6][CH:7]3[CH:8]4[CH2:9][CH:10]([CH3:25])[CH:11]([C:12]([CH2:13][I:14])=[O:15])[C:16]4([CH3:24])[CH2:17][CH2:18][CH:19]3[C:20]2([CH3:23])[CH2:21][CH2:22]1>>[OH:1][CH:2]1[CH2:3][C:4]2=[CH:5][CH2:6][CH:7]3[CH:8]4[CH2:9][CH:10]([CH3:25])[CH:11]([C:12]([CH2:13][N:40]5[CH2:39][CH2:38][N:37]([c:35]6[cH:34][c:33]([N:43]7[CH2:44][CH2:45][CH2:46][CH2:47]7)[n:32][c:31]([N:26]7[CH2:27][CH2:28][CH2:29][CH2:30]7)[n:36]6)[CH2:42][CH2:41]5)=[O:15])[C:16]4([CH3:24])[CH2:17][CH2:18][CH:19]3[C:20]2([CH3:23])[CH2:21][CH2:22]1. The reactants are FC(=C[C@@H]1C([C@H]1C(=O)OCC)(C)C)F (ethyl trans-3-(2,2-difluoroethenyl)-2,2-dimethylcyclopropanecarboxylate), [OH-].[Na+] (sodium hydroxide), Cl (hydrochloric acid). Solvent: C(C)O (ethanol). Conditions: time 18 hour. The product is FC(=C[C@@H]1C([C@H]1C(=O)O)(C)C)F (trans-3-(2,2-difluoroethenyl)-2,2-dimethylcyclopropanecarboxylic acid). The yield is 92.1%. As a reaction SMILES: [F:1][C:2]([F:14])=[CH:3][C@H:4]1[C@H:6]([C:7]([O:9]CC)=[O:8])[C:5]1([CH3:13])[CH3:12].[OH-].[Na+].Cl>C(O)C>[F:1][C:2]([F:14])=[CH:3][C@H:4]1[C@H:6]([C:7]([OH:9])=[O:8])[C:5]1([CH3:12])[CH3:13] |f:1.2|. Procedure: A stirred solution of 10.0 g (0.049 mole) of ethyl trans-3-(2,2-difluoroethenyl)-2,2-dimethylcyclopropanecarboxylate and 30 ml of a 10% aqueous sodium hydroxide solution in 60 ml of ethanol was heated at reflux for 1.25 hours, then stirred at room temperature for approximately 18 hours. The reaction mixture was heated at 70° C. for an additional 1.5 hours, then cooled to room temperature and poured into 150 ml of a 5% aqueous hydrochloric acid solution. The resultant mixture was extracted with t... Starting materials: OB(O)c1ccc(F)cc1OCc1ccccc1, C1COCCO1, COC(=O)c1cc([N+](=O)[O-])cc(C)c1OS(=O)(=O)C(F)(F)F, CCOC(C)=O, [K+], [K+], [K+], O=P([O-])([O-])[O-], c1ccc(P(c2ccccc2)(c2ccccc2)[Pd](P(c2ccccc2)(c2ccccc2)c2ccccc2)(P(c2ccccc2)(c2ccccc2)c2ccccc2)P(c2ccccc2)(c2ccccc2)c2ccccc2)cc1. Product: COC(=O)c1cc([N+](=O)[O-])cc(C)c1-c1ccc(F)cc1OCc1ccccc1. RXN SMILES: [CH2:23]([c:24]1[cH:25][cH:26][cH:27][cH:28][cH:29]1)[O:30][c:31]1[c:32]([B:38]([OH:39])[OH:40])[cH:33][cH:34][c:35]([F:37])[cH:36]1.[CH2:55]1[O:56][CH2:57][CH2:58][O:59][CH2:60]1.[CH3:1][c:2]1[c:3]([O:15][S:16]([C:17]([F:18])([F:19])[F:20])(=[O:21])=[O:22])[c:4]([C:5](=[O:6])[O:7][CH3:8])[cH:9][c:10]([N+:12](=[O:13])[O-:14])[cH:11]1.[CH3:49][CH2:50][O:51][C:52](=[O:53])[CH3:54].[K+:46].[K+:47].[K+:48].[P:41]([O-:42])([O-:43])([O-:44])=[O:45].[cH:61]1[cH:62][cH:63][c:64]([P:65]([Pd:66]([P:67]([c:68]2[cH:69][cH:70][cH:71][cH:72][cH:73]2)([c:74]2[cH:75][cH:76][cH:77][cH:78][cH:79]2)[c:80]2[cH:81][cH:82][cH:83][cH:84][cH:85]2)([P:86]([c:87]2[cH:88][cH:89][cH:90][cH:91][cH:92]2)([c:93]2[cH:94][cH:95][cH:96][cH:97][cH:98]2)[c:99]2[cH:100][cH:101][cH:102][cH:103][cH:104]2)[P:105]([c:106]2[cH:107][cH:108][cH:109][cH:110][cH:111]2)([c:112]2[cH:113][cH:114][cH:115][cH:116][cH:117]2)[c:118]2[cH:119][cH:120][cH:121][cH:122][cH:123]2)([c:124]2[cH:125][cH:126][cH:127][cH:128][cH:129]2)[c:130]2[cH:131][cH:132][cH:133][cH:134][cH:135]2)[cH:136][cH:137]1>>[CH3:1][c:2]1[c:3](-[c:32]2[c:31]([O:30][CH2:23][c:24]3[cH:25][cH:26][cH:27][cH:28][cH:29]3)[cH:36][c:35]([F:37])[cH:34][cH:33]2)[c:4]([C:5](=[O:6])[O:7][CH3:8])[cH:9][c:10]([N+:12](=[O:13])[O-:14])[cH:11]1. The reactants are NC1=CC2=C(N=CN2)C=C1 (5-aminobenzimidazole), Cl (HCl), [BH4-].[Na+] (NaBH4), FC1=C(C=O)C=C(C=C1F)F (2,3,5-trifluorobenzaldehyde), [Si](C)(C)(C)C#N (TMSCN), C(OCC)(OCC)OCC (triethyl orthoformate). The product is N1C=NC2=C1C=CC(=C2)N2CNC(C2C2=C(C(=CC(=C2)F)F)F)=O (1-(1H-benzo[d]imidazol-5-yl)-5-(2,3,5-trifluorophenyl)imidazolidin-4-one). Reaction SMILES: [NH2:1][C:2]1[CH:10]=[CH:9][C:5]2[N:6]=[CH:7][NH:8][C:4]=2[CH:3]=1.[F:11][C:12]1[C:19]([F:20])=[CH:18][C:17]([F:21])=[CH:16][C:13]=1[CH:14]=O.[Si]([C:26]#[N:27])(C)(C)C.Cl.[BH4-].[Na+].C([O:38][CH2:39]C)(OCC)OCC>>[NH:6]1[C:5]2[CH:9]=[CH:10][C:2]([N:1]3[CH:14]([C:13]4[CH:16]=[C:17]([F:21])[CH:18]=[C:19]([F:20])[C:12]=4[F:11])[C:39](=[O:38])[NH:27][CH2:26]3)=[CH:3][C:4]=2[N:8]=[CH:7]1 |f:4.5|. Procedure details: The compound was synthesized starting from 5-aminobenzimidazole (0.732 g, 5.5 mmol), 2,3,5-trifluorobenzaldehyde (0.57 mL, 5 mmol), TMSCN (0.625 mL, 5 mmol), concentrated aqueous HCl (15 mL), triethyl orthoformate (30 mL, excess), NaBH4 (0.157 g, 4.14 mmol) as described in method 4. The reactants are Cc1nc(Br)[nH]c1C(=O)OC(C)C, CCCCOCCl, [H-], [Na+], C1CCOC1. Yields the product CCCCOCn1c(Br)nc(C)c1C(=O)OC(C)C. RXN SMILES: [Br:3][c:4]1[nH:5][c:6]([C:10](=[O:11])[O:12][CH:13]([CH3:14])[CH3:15])[c:7]([CH3:9])[n:8]1.[Cl:16][CH2:17][O:18][CH2:19][CH2:20][CH2:21][CH3:22].[H-:1].[Na+:2].[O:23]1[CH2:24][CH2:25][CH2:26][CH2:27]1>>[Br:3][c:4]1[n:5]([CH2:17][O:18][CH2:19][CH2:20][CH2:21][CH3:22])[c:6]([C:10](=[O:11])[O:12][CH:13]([CH3:14])[CH3:15])[c:7]([CH3:9])[n:8]1. Starting materials: N#CC1(CC2CC2)CC=C(OS(=O)(=O)C(F)(F)C(F)(F)C(F)(F)C(F)(F)F)CC1, Cc1ccccc1, CC(C)[Si](S[Si](C(C)C)(C(C)C)C(C)C)(C(C)C)C(C)C, [H-], [Na+], C1CCOC1. Yields the product CC(C)[Si](SC1=CCC(C#N)(CC2CC2)CC1)(C(C)C)C(C)C. Reaction SMILES: [C:24](#[N:25])[C:26]1([CH2:49][CH:50]2[CH2:51][CH2:52]2)[CH2:27][CH:28]=[C:29]([O:32][S:33]([C:34]([F:35])([F:36])[C:37]([F:38])([F:39])[C:40]([F:41])([F:42])[C:43]([F:44])([F:45])[F:46])(=[O:47])=[O:48])[CH2:30][CH2:31]1.[CH3:58][c:59]1[cH:60][cH:61][cH:62][cH:63][cH:64]1.[CH:1]([Si:2]([CH:3]([CH3:4])[CH3:5])([CH:6]([CH3:7])[CH3:8])[S:11][Si:12]([CH:13]([CH3:14])[CH3:15])([CH:16]([CH3:17])[CH3:18])[CH:19]([CH3:20])[CH3:21])([CH3:9])[CH3:10].[H-:22].[Na+:23].[O:53]1[CH2:54][CH2:55][CH2:56][CH2:57]1>>[S:11]([Si:12]([CH:13]([CH3:14])[CH3:15])([CH:16]([CH3:17])[CH3:18])[CH:19]([CH3:20])[CH3:21])[C:29]1=[CH:28][CH2:27][C:26]([C:24]#[N:25])([CH2:49][CH:50]2[CH2:51][CH2:52]2)[CH2:31][CH2:30]1. Reactants: C(#C)[Si](C)(C)C (ethynyl(trimethyl)silane), BrC1=C(C(=O)OC)C=C(C=C1)Cl (methyl 2-bromo-5-chlorobenzoate), TEA. Reagents/catalysts: CC(=O)[O-].CC(=O)[O-].[Pd+2] (Pd(OAc)2), [Cu]I (copper(I) iodide), C1(=CC=CC=C1)P(C1=CC=CC=C1)C1=CC=CC=C1 (triphenylphosphine). Run at temperature 50 celsius, time 20 hour. The product is ClC=1C=CC(=C(C(=O)OC)C1)C#C[Si](C)(C)C (methyl 5-chloro-2-[2-(trimethylsilyl)ethynyl]benzoate). The yield is 102.9%. Reaction SMILES: Br[C:2]1[CH:11]=[CH:10][C:9]([Cl:12])=[CH:8][C:3]=1[C:4]([O:6][CH3:7])=[O:5].[C:13]([Si:15]([CH3:18])([CH3:17])[CH3:16])#[CH:14]>[Cu]I.CC([O-])=O.CC([O-])=O.[Pd+2].C1(P(C2C=CC=CC=2)C2C=CC=CC=2)C=CC=CC=1>[Cl:12][C:9]1[CH:10]=[CH:11][C:2]([C:14]#[C:13][Si:15]([CH3:18])([CH3:17])[CH3:16])=[C:3]([CH:8]=1)[C:4]([O:6][CH3:7])=[O:5] |f:3.4.5|. Reported procedure: To a solution of methyl 2-bromo-5-chlorobenzoate (14.8 g, 59 mmol) in TEA (124 ml, 889.82 mmol) was added copper(I) iodide (338 mg, 1.78 mmol) and triphenylphosphine (778 mg, 2.97 mmol) at room temperature and under nitrogen. This mixture had nitrogen bubbled through it for 10 minutes before the addition of ethynyl(trimethyl)silane (12.45 ml, 89 mmol) and Pd(OAc)2 (266 mg, 1.19 mmol). The reaction mixture was stirred at 50° C. for 20 hours before being concentrated under reduced pressure. The re... Starting materials: CC(C)O, O=C(Nc1c(F)cccc1F)c1cccc(-c2nc3ccccn3c2-c2ccnc(Cl)n2)c1, ClCCl, Cc1cc(N2CCC(N3CCCCC3)CC2)ccc1N, O, Cc1ccc(S(=O)(=O)O)cc1. Yields the product Cc1cc(N2CCC(N3CCCCC3)CC2)ccc1Nc1nccc(-c2c(-c3cccc(C(=O)Nc4c(F)cccc4F)c3)nc3ccccn23)n1. Reaction SMILES: [CH:66]([OH:67])([CH3:68])[CH3:69].[Cl:1][c:2]1[n:3][cH:4][cH:5][c:6](-[c:8]2[c:9](-[c:17]3[cH:18][c:19]([C:20](=[O:21])[NH:22][c:23]4[c:24]([F:30])[cH:25][cH:26][cH:27][c:28]4[F:29])[cH:31][cH:32][cH:33]3)[n:10][c:11]3[n:12]2[cH:13][cH:14][cH:15][cH:16]3)[n:7]1.[Cl:70][CH2:71][Cl:72].[N:34]1([CH:40]2[CH2:41][CH2:42][N:43]([c:46]3[cH:47][c:48]([CH3:53])[c:49]([NH2:50])[cH:51][cH:52]3)[CH2:44][CH2:45]2)[CH2:35][CH2:36][CH2:37][CH2:38][CH2:39]1.[OH2:54].[c:55]1([CH3:56])[cH:57][cH:58][c:59]([S:60]([OH:61])(=[O:62])=[O:63])[cH:64][cH:65]1>>[c:2]1([NH:50][c:49]2[c:48]([CH3:53])[cH:47][c:46]([N:43]3[CH2:42][CH2:41][CH:40]([N:34]4[CH2:35][CH2:36][CH2:37][CH2:38][CH2:39]4)[CH2:45][CH2:44]3)[cH:52][cH:51]2)[n:3][cH:4][cH:5][c:6](-[c:8]2[c:9](-[c:17]3[cH:18][c:19]([C:20](=[O:21])[NH:22][c:23]4[c:24]([F:30])[cH:25][cH:26][cH:27][c:28]4[F:29])[cH:31][cH:32][cH:33]3)[n:10][c:11]3[n:12]2[cH:13][cH:14][cH:15][cH:16]3)[n:7]1.